From a dataset of the Open Reaction Database (ORD), a public repository of structured organic reaction records. describe an organic reaction: reactants, conditions, products, and yield Starting materials: hydrogenated sodium, CN(C=O)C (N,N-dimethylformamide), C(C1=CC(OC)=C(O)C(OC)=C1)=O (syringaldehyde), C1(CCCCC1)Br (cyclohexylbromide), [I-].[K+] (potassium iodide). The solvent is O (water). Conditions: temperature 60 celsius, time 30 minute. Yields the product C1(CCCCC1)COC1=C(C=C(C=O)C=C1OC)OC (4-cyclohexylmethoxy-3,5-dimethoxybenzaldehyde). RXN SMILES: [CH3:1]N(C)C=O.[CH:6](=[O:18])[C:7]1[CH:17]=[C:14]([O:15][CH3:16])[C:12]([OH:13])=[C:9]([O:10][CH3:11])[CH:8]=1.[CH:19]1(Br)[CH2:24][CH2:23][CH2:22][CH2:21][CH2:20]1.[I-].[K+]>O>[CH:19]1([CH2:1][O:13][C:12]2[C:14]([O:15][CH3:16])=[CH:17][C:7]([CH:6]=[O:18])=[CH:8][C:9]=2[O:10][CH3:11])[CH2:24][CH2:23][CH2:22][CH2:21][CH2:20]1 |f:3.4|. Reported procedure: 49 g hydrogenated sodium was added to 1.8 lit. of N,N-dimethylformamide solution of 171.6 g of syringaldehyde, and these were stirred at 60° C. for 30 minutes. Under incubation on ice 200 g of cyclohexylbromide and 92 g of potassium iodide were further added, and the whole was stirred again at 80° C. for 1 hour. After cooling down, 1.5 lit. of water was poured to extract with ethylacetate. Then this was dried up with magnesium sulfate. The reactants are C(=O)C(CO)OC(C=O)N1C=2N=CNC(C2N=C1)=O (α-(1-Formyl-2-hydroxyethoxy)-1,6-dihydro-6-oxo-9H-purine-9-acetaldehyde), N1=CN=C2N=CNC2=C1N (adenine). Solvent: CO (methanol), O (water). Conditions: time 1 day. Yields the product OC1N(C([C@H](O[C@H]1N1C=2N=CNC(C2N=C1)=O)CO)O)C1=C2NC=NC2=NC=N1 (9-[(2R, 6R)-3,5-dihydroxy-6-hydroxymethyl-4-(6-purinyl)morpholin-2-yl]hypoxanthine). The yield is 79.8%. As a reaction SMILES: [CH:1]([CH:3]([O:6][CH:7]([N:10]1[CH:18]=[N:17][C:16]2[C:15](=[O:19])[NH:14][CH:13]=[N:12][C:11]1=2)[CH:8]=[O:9])[CH2:4][OH:5])=[O:2].[N:20]1[C:28]([NH2:29])=[C:27]2[C:23]([N:24]=[CH:25][NH:26]2)=[N:22][CH:21]=1>CO.O>[OH:9][CH:8]1[C@H:7]([N:10]2[CH:18]=[N:17][C:16]3[C:15](=[O:19])[NH:14][CH:13]=[N:12][C:11]2=3)[O:6][C@H:3]([CH2:4][OH:5])[CH:1]([OH:2])[N:29]1[C:28]1[N:20]=[CH:21][N:22]=[C:23]2[C:27]=1[NH:26][CH:25]=[N:24]2. Procedure: [R-(R*, R*)]-α-(1-Formyl-2-hydroxyethoxy)-1,6-dihydro-6-oxo-9H-purine-9-acetaldehyde, (inosinedialdehyde), (2.66 g) was dissolved in a mixture of methanol (100 ml) and water (100 ml). To the solution was added adenine (1.35 g). The mixture was stirred at ambient temperature for one day and filtered. The filtrate was evaporated in vacuo at 35° C. The residue was triturated with acetone to give 9-[(2R, 6R)-3,5-dihydroxy-6-hydroxymethyl-4-(6-purinyl)morpholin-2-yl]hypoxanthine (3.20 g).